describe an organic reaction: reactants, conditions, products, and yield From a dataset of the Open Reaction Database (ORD), a public repository of structured organic reaction records. Starting materials: C=CC(=O)Cl, C=CCCNc1ccc(OCC(F)(F)F)cc1, ClCCl. Product: C=CCCN(C(=O)C=C)c1ccc(OCC(F)(F)F)cc1. RXN SMILES: [C:18]([CH:19]=[CH2:20])(=[O:21])[Cl:22].[CH2:1]([CH2:2][CH:3]=[CH2:4])[NH:5][c:6]1[cH:7][cH:8][c:9]([O:12][CH2:13][C:14]([F:15])([F:16])[F:17])[cH:10][cH:11]1.[Cl:23][CH2:24][Cl:25]>>[CH2:1]([CH2:2][CH:3]=[CH2:4])[N:5]([c:6]1[cH:7][cH:8][c:9]([O:12][CH2:13][C:14]([F:15])([F:16])[F:17])[cH:10][cH:11]1)[C:18]([CH:19]=[CH2:20])=[O:21]. The reactants are amine, hydrochloride salt, C([O-])(O)=O.[Na+] (sodium bicarbonate), Cl (hydrochloric acid), COCC(CNC)(S)COC (1,1-Bis(methoxymethyl)-2-(methylamino)ethanethiol), [OH-].[Na+] (sodium hydroxide), C(C1=CC=CC=C1)Cl (benzyl chloride). Solvent: CCOCC (ether). Run at time 3 hour. Product: C(C1=CC=CC=C1)SC(CNC)(COC)COC (2-Benzylthio-3-methoxy-2-methoxymethyl-N-methylpropylamine). The yield is 38.8%. As a reaction SMILES: [CH3:1][O:2][CH2:3][C:4]([CH2:9][O:10][CH3:11])([SH:8])[CH2:5][NH:6][CH3:7].[OH-].[Na+].[CH2:14](Cl)[C:15]1[CH:20]=[CH:19][CH:18]=[CH:17][CH:16]=1.Cl.C(=O)(O)[O-].[Na+]>CCOCC>[CH2:14]([S:8][C:4]([CH2:3][O:2][CH3:1])([CH2:9][O:10][CH3:11])[CH2:5][NH:6][CH3:7])[C:15]1[CH:20]=[CH:19][CH:18]=[CH:17][CH:16]=1 |f:1.2,5.6|. Reported procedure: 1,1-Bis(methoxymethyl)-2-(methylamino)ethanethiol (6 g) was stirred with aqueous sodium hydroxide (60 cm3, 2M) for a short time and then benzyl chloride (4.3 g) was added. This mixture was stirred at room temperature for 3 h and then made slightly acidic (~pH 4) by the addition of dilute hydrochloric acid. The mixture was extracted with chloroform, and the chloroform then removed under reduced pressure to give a viscous oil which gave a solid on trituration with ether. The free amine was liberat... Starting materials: C1CCOC1, CC(C)C[AlH]CC(C)C, CCOC(C)=O, [Cl-], COC(=O)c1ccc2cn(-c3ccc(C(F)(F)F)cc3)nc2c1, [NH4+]. The product is OCc1ccc2cn(-c3ccc(C(F)(F)F)cc3)nc2c1. RXN SMILES: [CH2:33]1[O:34][CH2:35][CH2:36][CH2:37]1.[CH3:1][CH:2]([CH2:3][AlH:4][CH2:5][CH:6]([CH3:7])[CH3:8])[CH3:9].[CH3:40][CH2:41][O:42][C:43](=[O:44])[CH3:45].[Cl-:38].[F:10][C:11]([c:12]1[cH:13][cH:14][c:15](-[n:18]2[n:19][c:20]3[cH:21][c:22]([C:27](=[O:28])[O:29][CH3:30])[cH:23][cH:24][c:25]3[cH:26]2)[cH:16][cH:17]1)([F:31])[F:32].[NH4+:39]>>[F:10][C:11]([c:12]1[cH:13][cH:14][c:15](-[n:18]2[n:19][c:20]3[cH:21][c:22]([CH2:27][OH:28])[cH:23][cH:24][c:25]3[cH:26]2)[cH:16][cH:17]1)([F:31])[F:32]. Starting materials: COc1cc(NCC(OC)OC)ccc1F, CS(=O)(=O)Cl, ClCCl, c1ccncc1. Yields the product COc1cc(N(CC(OC)OC)S(C)(=O)=O)ccc1F. Reaction SMILES: [CH3:1][O:2][CH:3]([CH2:4][NH:5][c:6]1[cH:7][c:8]([O:13][CH3:14])[c:9]([F:12])[cH:10][cH:11]1)[O:15][CH3:16].[CH3:23][S:24]([Cl:25])(=[O:26])=[O:27].[Cl:28][CH2:29][Cl:30].[cH:17]1[cH:18][cH:19][n:20][cH:21][cH:22]1>>[CH3:1][O:2][CH:3]([CH2:4][N:5]([c:6]1[cH:7][c:8]([O:13][CH3:14])[c:9]([F:12])[cH:10][cH:11]1)[S:24]([CH3:23])(=[O:26])=[O:27])[O:15][CH3:16].